This data is from the Open Reaction Database (ORD), a public repository of structured organic reaction records. The task is: describe an organic reaction: reactants, conditions, products, and yield Starting materials: [N+](=O)(O)[O-] (nitric acid), C(C)(=O)NC=1C(=CC=CC1C)C (N-acetyl-2,6-xylidine), C(C)(=O)O (acetic acid), S(O)(O)(=O)=O (sulfuric acid). Product: C(C)(=O)NC1=C(C(=CC=C1C)[N+](=O)[O-])C (N-acetyl-2,6-dimethyl-3-nitroaniline). Yield: 94.7%. Reaction SMILES: [C:1]([NH:4][C:5]1[C:6]([CH3:12])=[CH:7][CH:8]=[CH:9][C:10]=1[CH3:11])(=[O:3])[CH3:2].C(O)(=O)C.S(=O)(=O)(O)O.[N+:22]([O-])([OH:24])=[O:23]>>[C:1]([NH:4][C:5]1[C:10]([CH3:11])=[CH:9][CH:8]=[C:7]([N+:22]([O-:24])=[O:23])[C:6]=1[CH3:12])(=[O:3])[CH3:2]. Reported procedure: To a mixture of 30.1 g of N-acetyl-2,6-xylidine (0.18 mole) and 40 ml of acetic acid (0.70 mole) was added gradually 80 ml of concentrated sulfuric acid (0.50 mole) with stirring under ice-cooling. Then, to the mixture was added slowly 10 ml of fuming nitric acid (0.24 mole) in a manner such that the temperature of the reaction mixture did not exceed 10° C. The reaction mixture was returned to room temperature and, after stirring for 2 hours, poured onto ice. The resulting crystalline precipitat... The reactants are ClC1=NC=C(C(=O)C2=CC=C(COC=3N=C4N(C(C3C)=O)C=CC=C4)C=C2)C=C1 (2-[4-(6-chloronicotinoyl)benzyloxy]-3-methylpyrido[1,2-a]pyrimidin-4-one), N1(CCCCC1)C1CCNCC1 (4-piperidinopiperidine). The solvent is N1=CC=CC=C1 (pyridine). The product is CC1=C(N=C2N(C1=O)C=CC=C2)OCC2=CC=C(C=C2)C(C2=CN=C(C=C2)N2CCC(CC2)N2CCCCC2)=O (3-Methyl-2-[4-[6-(4-piperidinopiperidino)nicotinoyl]benzyloxy]-4H-pyrido[1,2-a]pyrimidin-4-one). Reaction SMILES: Cl[C:2]1[CH:29]=[CH:28][C:5]([C:6]([C:8]2[CH:27]=[CH:26][C:11]([CH2:12][O:13][C:14]3[N:15]=[C:16]4[CH:25]=[CH:24][CH:23]=[CH:22][N:17]4[C:18](=[O:21])[C:19]=3[CH3:20])=[CH:10][CH:9]=2)=[O:7])=[CH:4][N:3]=1.[N:30]1([CH:36]2[CH2:41][CH2:40][NH:39][CH2:38][CH2:37]2)[CH2:35][CH2:34][CH2:33][CH2:32][CH2:31]1>N1C=CC=CC=1>[CH3:20][C:19]1[C:18](=[O:21])[N:17]2[CH:22]=[CH:23][CH:24]=[CH:25][C:16]2=[N:15][C:14]=1[O:13][CH2:12][C:11]1[CH:26]=[CH:27][C:8]([C:6](=[O:7])[C:5]2[CH:28]=[CH:29][C:2]([N:39]3[CH2:40][CH2:41][CH:36]([N:30]4[CH2:35][CH2:34][CH2:33][CH2:32][CH2:31]4)[CH2:37][CH2:38]3)=[N:3][CH:4]=2)=[CH:9][CH:10]=1. Reported procedure: A solution of 2-[4-(6-chloronicotinoyl)benzyloxy]-3-methylpyrido[1,2-a]pyrimidin-4-one (0.49 g, 1.21 mmol) and 4-piperidinopiperidine (0.402 g, 2.39 mmol) in pyridine (15 ml) was stirred at 90° C. overnight. The solvent was then distilled off under reduced pressure and the residue was purified by silica gel column chromatography (isopropyl ether: methylene chloride: methanol: ammonia=5:5:1:0.1) to provide a light-yellow oil. Starting materials: CS(=O)(=O)NC1CCCCC1Nc1nc(Cl)ncc1Cl, Nc1ccc2c(c1)CCN(CC(O)C(F)(F)F)CC2. The product is CS(=O)(=O)NC1CCCCC1Nc1nc(Nc2ccc3c(c2)CCN(CC(O)C(F)(F)F)CC3)ncc1Cl. Reaction SMILES: [Cl:20][c:21]1[n:22][cH:23][c:24]([Cl:39])[c:25]([NH:27][CH:28]2[CH:29]([NH:34][S:35](=[O:36])(=[O:37])[CH3:38])[CH2:30][CH2:31][CH2:32][CH2:33]2)[n:26]1.[NH2:1][c:2]1[cH:3][c:4]2[c:5]([cH:18][cH:19]1)[CH2:6][CH2:7][N:8]([CH2:11][CH:12]([C:13]([F:14])([F:15])[F:16])[OH:17])[CH2:9][CH2:10]2>>[NH:1]([c:2]1[cH:3][c:4]2[c:5]([cH:18][cH:19]1)[CH2:6][CH2:7][N:8]([CH2:11][CH:12]([C:13]([F:14])([F:15])[F:16])[OH:17])[CH2:9][CH2:10]2)[c:21]1[n:22][cH:23][c:24]([Cl:39])[c:25]([NH:27][CH:28]2[CH:29]([NH:34][S:35](=[O:36])(=[O:37])[CH3:38])[CH2:30][CH2:31][CH2:32][CH2:33]2)[n:26]1. Product: ON=Cc1ccc(N2CCC3(CC2)OCCO3)cc1. As a reaction SMILES: [CH2:27]([OH:28])[CH3:29].[CH3:2][C:3](=[O:4])[O-:5].[ClH:24].[NH2:25][OH:26].[Na+:1].[O:6]1[CH2:7][CH2:8][O:9][C:10]12[CH2:11][CH2:12][N:13]([c:16]1[cH:17][cH:18][c:19]([CH:20]=[O:21])[cH:22][cH:23]1)[CH2:14][CH2:15]2.[OH2:30]>>[O:6]1[CH2:7][CH2:8][O:9][C:10]12[CH2:11][CH2:12][N:13]([c:16]1[cH:17][cH:18][c:19]([CH:20]=[N:25][OH:26])[cH:22][cH:23]1)[CH2:14][CH2:15]2. Reactants: CCO, CC(=O)[O-], Cl, NO, [Na+], O=Cc1ccc(N2CCC3(CC2)OCCO3)cc1, O. Starting materials: COC(=O)c1ccc(-c2cc(C(F)(F)F)cc(C(F)(F)F)c2)c(N)c1, COC(=O)c1ccc(I)c(N)c1. Product: COC(=O)c1ccc(-c2cc(C(F)(F)F)cc(C(F)(F)F)c2)cc1. As a reaction SMILES: [NH2:1][c:2]1[c:3](-[c:12]2[cH:13][c:14]([C:22]([F:23])([F:24])[F:25])[cH:15][c:16]([C:18]([F:19])([F:20])[F:21])[cH:17]2)[cH:4][cH:5][c:6]([C:8](=[O:9])[O:10][CH3:11])[cH:7]1.[NH2:26][c:27]1[cH:28][c:29]([C:34]([O:35][CH3:36])=[O:37])[cH:30][cH:31][c:32]1[I:33]>>[cH:2]1[c:3](-[c:12]2[cH:13][c:14]([C:22]([F:23])([F:24])[F:25])[cH:15][c:16]([C:18]([F:19])([F:20])[F:21])[cH:17]2)[cH:4][cH:5][c:6]([C:8](=[O:9])[O:10][CH3:11])[cH:7]1. Starting materials: O[C@@H]1C[C@@H](CC[C@H]1C)NC1=NC(=NC=C1C#N)S(=O)(=O)C (4-((1R,3R,4R)-3-hydroxy-4-methylcyclohexylamino)-2-(methylsulfonyl)pyrimidine-5-carbonitrile), C1(CC1)N (cyclopropanamine). Solvent: CN1CCCC1=O (NMP). Reaction conditions: temperature 80 celsius, time 5 hour. Product: C1(CC1)NC1=NC=C(C(=N1)N[C@H]1C[C@H]([C@@H](CC1)C)O)C#N (2-(cyclopropylamino)-4-((1R,3R,4R)-3-hydroxy-4-methylcyclohexylamino)pyrimidine-5-carbonitrile). Isolated yield 79.0%. As a reaction SMILES: [OH:1][C@H:2]1[C@H:7]([CH3:8])[CH2:6][CH2:5][C@@H:4]([NH:9][C:10]2[C:15]([C:16]#[N:17])=[CH:14][N:13]=[C:12](S(C)(=O)=O)[N:11]=2)[CH2:3]1.[CH:22]1([NH2:25])[CH2:24][CH2:23]1>CN1C(=O)CCC1>[CH:22]1([NH:25][C:12]2[N:11]=[C:10]([NH:9][C@@H:4]3[CH2:5][CH2:6][C@@H:7]([CH3:8])[C@H:2]([OH:1])[CH2:3]3)[C:15]([C:16]#[N:17])=[CH:14][N:13]=2)[CH2:24][CH2:23]1. Procedure: To a solution of 4-((1R,3R,4R)-3-hydroxy-4-methylcyclohexylamino)-2-(methylsulfonyl)pyrimidine-5-carbonitrile (362 mg, 1.166 mmol; synthesis described herein) in NMP (5.832 mL), was added cyclopropanamine (0.485 mL, 7.00 mmol). The reaction was stirred at 80° C. for 5 h in a sealed vessel and then allowed to cool to ambient temperature overnight. The reaction mixture was concentrated under reduced pressure to an oil that was purified by silica gel chromatography (0-60% ethyl acetate/hexane) to a... Starting materials: O (water), II (Iodine), I(=O)(=O)[O-].[K+] (potassium iodate), CC=1C[C@@H]2CC[C@H]3[C@@H]4CCC([C@@]4(C)CC[C@@H]3[C@]2(CC1)C)=O (3-methyl-5α-androst-2-en-17-one), C(C)(=O)O (acetic acid). Conditions: temperature 60 celsius, time 1.5 hour. Product: C(C)(=O)O[C@@H]1[C@@](C[C@@H]2CC[C@H]3[C@@H]4CCC([C@@]4(C)CC[C@@H]3[C@]2(C1)C)=O)(C)I (2β-acetyloxy-3α-iodo-3β-methyl-5α-androstan-17-one). RXN SMILES: [I:1]I.I([O-])(=O)=O.[K+].[CH3:8][C:9]1[CH2:10][C@H:11]2[C@:24]([CH3:27])([CH2:25][CH:26]=1)[C@@H:23]1[C@H:14]([C@H:15]3[C@@:19]([CH2:21][CH2:22]1)([CH3:20])[C:18](=[O:28])[CH2:17][CH2:16]3)[CH2:13][CH2:12]2.O.[C:30]([OH:33])(=[O:32])[CH3:31]>>[C:30]([O:33][C@H:26]1[CH2:25][C@@:24]2([CH3:27])[C@@H:11]([CH2:12][CH2:13][C@@H:14]3[C@@H:23]2[CH2:22][CH2:21][C@@:19]2([CH3:20])[C@H:15]3[CH2:16][CH2:17][C:18]2=[O:28])[CH2:10][C@@:9]1([I:1])[CH3:8])(=[O:32])[CH3:31] |f:1.2|. Reported procedure: Iodine (47 g) and potassium iodate (18 g) were added to a solution of 3-methyl-5α-androst-2-en-17-one (100 g) in glacial acetic acid (3 l) and the mixture was stirred at 60° C. for 1.5 h. The mixture was cooled to room temperature, water (2.5 l) was added and the product was extracted into diethyl ether. The extract was washed with potassium bicarbonate solution (1 l), sodium sulphite solution (500 ml) and finally with water (3×1 l) to neutrality. The organic layer was dried (MgSO4) and concentr... The reactants are ClCC(=O)C=1C=C2CCC(NC2=CC1)=O (6-chloroacetyl-3,4-dihydrocarbostyril), C1N2CN3CN1CN(C2)C3 (hexamine), C(C)O (ethanol), Cl (hydrochloric acid), crude crystals, 6-hexaminiumacetyl-3,4-dihydrocarbostyril chloride. Run in CN(C=O)C (dimethylformamide), CN(C=O)C (dimethylformamide). Run at time 2 hour. Product: Cl.NCC(=O)C=1C=C2CCC(NC2=CC1)=O (6-aminoacetyl-3,4-dihydrocarbostyril monohydrochloride). The yield is 37.2%. RXN SMILES: [Cl:1][CH2:2][C:3]([C:5]1[CH:6]=[C:7]2[C:12](=[CH:13][CH:14]=1)[NH:11][C:10](=[O:15])[CH2:9][CH2:8]2)=[O:4].C1N2CN3CN(C2)C[N:17]1C3.C(O)C.Cl>CN(C)C=O>[ClH:1].[NH2:17][CH2:2][C:3]([C:5]1[CH:6]=[C:7]2[C:12](=[CH:13][CH:14]=1)[NH:11][C:10](=[O:15])[CH2:9][CH2:8]2)=[O:4] |f:5.6|. Procedure details: In to a suspension of 3.0 g of 6-chloroacetyl-3,4-dihydrocarbostyril being suspended in 20 ml of dimethylformamide was added dropwise gradually a solution consisting of 1.9 g of hexamine and 20 ml of dimethylformamide. After the addition was completed the reaction mixture was stirred at 50° to 60° C. for 2 hours. Then the crystals precipitated in the reaction mixture were collected by filtration, and were washed with methanol, dried to obtain 3.5 g of crude crystals of 6-hexaminiumacetyl-3,4-dih... The reactants are CCN=C=NCCCN(C)C.Cl (EDCI.HCl), C=1C=CC2=C(C1)N=NN2O (HOBt), CCN(C(C)C)C(C)C (DIEA), C1(=CC=CC=C1)C=1N=C(SC1)NC(CC(=O)O)=O (N-(4-phenyl-thiazol-2-yl)-malonamic acid), Cl.N1(CCNCC1)C(=O)C1=C(C=CC=C1)C(F)(F)F (piperazin-1-yl-(2-trifluoromethyl-phenyl)-methanone hydrochloride). Run in CN(C)C=O (DMF), O (water). Reaction conditions: temperature 10 celsius, time 8 hour. The product is O=C(CC(=O)NC=1SC=C(N1)C1=CC=CC=C1)N1CCN(CC1)C(C1=C(C=CC=C1)C(F)(F)F)=O (3-Oxo-N-(4-phenyl-thiazol-2-yl)-3-[4-(2-trifluoromethyl-benzoyl)-piperazin-1-yl]-propionamide). The yield is 14.4%. Reaction SMILES: C1C=CC2N(O)N=NC=2C=1.CCN(C(C)C)C(C)C.[C:20]1([C:26]2[N:27]=[C:28]([NH:31][C:32](=[O:37])[CH2:33][C:34]([OH:36])=O)[S:29][CH:30]=2)[CH:25]=[CH:24][CH:23]=[CH:22][CH:21]=1.CCN=C=NCCCN(C)C.Cl.Cl.[N:51]1([C:57]([C:59]2[CH:64]=[CH:63][CH:62]=[CH:61][C:60]=2[C:65]([F:68])([F:67])[F:66])=[O:58])[CH2:56][CH2:55][NH:54][CH2:53][CH2:52]1>CN(C=O)C.O>[O:36]=[C:34]([N:54]1[CH2:55][CH2:56][N:51]([C:57](=[O:58])[C:59]2[CH:64]=[CH:63][CH:62]=[CH:61][C:60]=2[C:65]([F:68])([F:66])[F:67])[CH2:52][CH2:53]1)[CH2:33][C:32]([NH:31][C:28]1[S:29][CH:30]=[C:26]([C:20]2[CH:21]=[CH:22][CH:23]=[CH:24][CH:25]=2)[N:27]=1)=[O:37] |f:3.4,5.6|. Procedure details: HOBt (38 mg, 0.29 mmol) and DIEA (111 mg, 0.85 mmol) were added to a stirred solution of N-(4-phenyl-thiazol-2-yl)-malonamic acid (75 mg, 0.29 mmol) in DMF (1.5 mL). The reaction mixture was cooled to 10° C. and EDCI.HCl (66 mg, 0.34 mmol) followed by piperazin-1-yl-(2-trifluoromethyl-phenyl)-methanone hydrochloride (92 mg, 0.3 mmol) were added. The reaction mixture was stirred at room temperature overnight then diluted with water and the product extracted with ethyl acetate. The organic layer w...